From a dataset of the Open Reaction Database (ORD), a public repository of structured organic reaction records. describe an organic reaction: reactants, conditions, products, and yield Starting materials: BrC1=CC(=C(C(=O)O)C=C1)F (4-bromo-2-fluorobenzoic acid), C(C)(C)NC(C)C (diisopropylamine). Product: BrC1=CC(=C(C(=O)N(C(C)C)C(C)C)C=C1)F (4-bromo-2-fluoro-N,N-bis(1-methylethyl)-benzamide). RXN SMILES: [Br:1][C:2]1[CH:10]=[CH:9][C:5]([C:6]([OH:8])=O)=[C:4]([F:11])[CH:3]=1.[CH:12]([NH:15][CH:16]([CH3:18])[CH3:17])([CH3:14])[CH3:13]>>[Br:1][C:2]1[CH:10]=[CH:9][C:5]([C:6]([N:15]([CH:16]([CH3:18])[CH3:17])[CH:12]([CH3:14])[CH3:13])=[O:8])=[C:4]([F:11])[CH:3]=1. Procedure details: The sub-title compound was prepared by the method of example 18 step a) using 4-bromo-2-fluorobenzoic acid and diisopropylamine. Reactants: ClC1=CC=C(C=N1)S(=O)(=O)N(C)C (6-chloro-N,N-dimethylpyridine-3-sulfonamide), O.NN (hydrazine monohydrate). The solvent is CCO (EtOH). Run at temperature 80 celsius. Product: N(N)C1=CC=C(C=N1)S(=O)(=O)N(C)C (6-hydrazino-N,N-dimethylpyridine-3-sulfonamide). Yield: 85.1%. As a reaction SMILES: Cl[C:2]1[N:7]=[CH:6][C:5]([S:8]([N:11]([CH3:13])[CH3:12])(=[O:10])=[O:9])=[CH:4][CH:3]=1.O.[NH2:15][NH2:16]>CCO>[NH:15]([C:2]1[N:7]=[CH:6][C:5]([S:8]([N:11]([CH3:13])[CH3:12])(=[O:10])=[O:9])=[CH:4][CH:3]=1)[NH2:16] |f:1.2|. Reported procedure: A mixture of 1.9 g (8.8 mmol) of 6-chloro-N,N-dimethylpyridine-3-sulfonamide and 4.6 mL (91.5 mmol) of hydrazine monohydrate in 10 mL of EtOH is heated for 2 hours at 80° C. The precipitate obtained, after cooling to room temperature, is filtered off and then washed with 10 mL of EtOH and dried under vacuum. 1.62 g of 6-hydrazino-N,N-dimethylpyridine-3-sulfonamide are obtained in the form of a white powder. Reactants: ClC=1C=C(C=CC1)[C@@H]1[C@H](NSCC1)C1=CC=C(C=C1)Cl ((3S,4R)-4-(3-chlorophenyl)-3-(4-chlorophenyl)-1,2-thiazinan), C([O-])([O-])=O.[Cs+].[Cs+] (cesium carbonate), IC(C)C (2-iodopropane). The solvent is O (water), CN(C)C=O (DMF). Conditions: temperature 85 celsius. Yields the product ClC=1C=C(C=CC1)[C@@H]1[C@H](N(SCC1)C(C)C)C1=CC=C(C=C1)Cl ((3S,4R)-4-(3-chlorophenyl)-3-(4-chlorophenyl)-2-(2-propanyl)-1,2-thiazinan). Reaction SMILES: [Cl:1][C:2]1[CH:3]=[C:4]([C@H:8]2[CH2:13][CH2:12][S:11][NH:10][C@@H:9]2[C:14]2[CH:19]=[CH:18][C:17]([Cl:20])=[CH:16][CH:15]=2)[CH:5]=[CH:6][CH:7]=1.C(=O)([O-])[O-].[Cs+].[Cs+].I[CH:28]([CH3:30])[CH3:29]>CN(C=O)C.O>[Cl:1][C:2]1[CH:3]=[C:4]([C@H:8]2[CH2:13][CH2:12][S:11][N:10]([CH:28]([CH3:30])[CH3:29])[C@@H:9]2[C:14]2[CH:15]=[CH:16][C:17]([Cl:20])=[CH:18][CH:19]=2)[CH:5]=[CH:6][CH:7]=1 |f:1.2.3|. Reported procedure: To a solution of 1.21 g (3.40 mmol) of (3S,4R)-4-(3-chlorophenyl)-3-(4-chlorophenyl)-1,2-thiazinan (Example 117, Step C) in DMF (8.5 mL) was added cesium carbonate (4.31 g, 13.23 mmol), followed by 2-iodopropane (2.9 mL, 29.0 mmol). The resulting mixture was heated at 85° C. for 23 hours. After cooling to room temperature, the reaction mixture was diluted with water and extracted with ethyl acetate. The combined organic layers were washed with sat. NaCl solution, dried over Na2SO4, filtered and ... Reactants: C1CCC2=NCCCN2CC1, CS(=O)(=O)c1ccc(CN)cc1, O=C(Nc1cccc2cnccc12)C(Cl)(Cl)Cl. Yields the product CS(=O)(=O)c1ccc(CNC(=O)Nc2cccc3cnccc23)cc1. Reaction SMILES: [CH2:30]1[CH2:31][CH2:32][C:33]2=[N:38][CH2:37][CH2:36][CH2:35][N:34]2[CH2:39][CH2:40]1.[CH3:1][S:2](=[O:3])(=[O:4])[c:5]1[cH:6][cH:7][c:8]([CH2:9][NH2:10])[cH:11][cH:12]1.[Cl:13][C:14]([C:15](=[O:16])[NH:17][c:18]1[c:19]2[cH:20][cH:21][n:22][cH:23][c:24]2[cH:25][cH:26][cH:27]1)([Cl:28])[Cl:29]>>[CH3:1][S:2](=[O:3])(=[O:4])[c:5]1[cH:6][cH:7][c:8]([CH2:9][NH:10][C:15](=[O:16])[NH:17][c:18]2[c:19]3[cH:20][cH:21][n:22][cH:23][c:24]3[cH:25][cH:26][cH:27]2)[cH:11][cH:12]1. The solvent is C(Cl)Cl (methylene chloride). Product: ClC(C(C(CC)=NO)(OC)OC)CC (5-chloro-4,4-dimethoxy-3-oximinoheptane). Starting materials: COC(C(CC)=NO)(CCC)OC (4,4-dimethoxy-3-oximinoheptane), Cl (hydrogen chloride), ClCl (chlorine). As a reaction SMILES: [CH3:1][O:2][C:3]([O:12][CH3:13])([CH2:9][CH2:10][CH3:11])[C:4](=[N:7][OH:8])[CH2:5][CH3:6].[ClH:14].ClCl>C(Cl)Cl>[Cl:14][CH:9]([CH2:10][CH3:11])[C:3]([O:2][CH3:1])([O:12][CH3:13])[C:4](=[N:7][OH:8])[CH2:5][CH3:6]. Procedure details: Following the general procedure of Example 1, to a solution of 4.73 parts of 4,4-dimethoxy-3-oximinoheptane and 0.2 parts anhydrous hydrogen chloride dissolved in 20 parts dry methylene chloride, at 30 to 35° C., under a dry nitrogen atmosphere, was added 1.8 parts of elemental chlorine over a 1/2-hour period. After the addition, the contents were stirred for 1/2-hour and then treated according to the procedure in Example 1 to yield 3.5 parts of 5-chloro-4,4-dimethoxy-3-oximinoheptane as determi... Starting materials: C1(C=CC(C=C1)=O)=O (p-benzoquinone), C=CC=C (butadiene), [H][H] (hydrogen). Reagents/catalysts: [Pd] (palladium). Run in C1=CC=CC=C1 (benzene), C(C)O (ethanol). The product is C1CCCC2C(C3CCCCC3C(C12)=O)=O (dodecahydro-9,10-anthraquinone). RXN SMILES: [C:1]1(=[O:8])[CH:6]=[CH:5][C:4](=[O:7])[CH:3]=[CH:2]1.[CH2:9]=[CH:10][CH:11]=[CH2:12].[H][H]>C1C=CC=CC=1.C(O)C.[Pd]>[CH2:9]1[CH:5]2[CH:6]([C:1](=[O:8])[CH:2]3[CH:3]([C:4]2=[O:7])[CH2:3][CH2:2][CH2:1][CH2:6]3)[CH2:12][CH2:11][CH2:10]1. Procedure details: The reaction was conducted using a solution of p-benzoquinone and each of the above-mentioned butadiene derivatives in benzene under heating and refluxing conditions for four hours. The resulting compounds were dissolved in ethanol, in which was suspended a palladium catalyst adsorbed on alumina. Thereafter, hydrogen gas was blown into the solution for 2 hours while keeping the temperature of the solution at 20° C. to obtain dodecahydro-9,10-anthraquinone derivatives.